This data is from the Open Reaction Database (ORD), a public repository of structured organic reaction records. The task is: describe an organic reaction: reactants, conditions, products, and yield Reactants: COC1=CC=C(C=CC2=CC=NC=C2)C=C1 (4-(4-methoxystyryl)pyridine), BrCCC1OCCCO1 (2-(2-bromoethyl) 1,3-dioxane). The product is [Br-].O1C(OCCC1)CC[N+]1=CC=C(C=C1)C=CC1=CC=C(C=C1)OC (N-[2-(1,3-dioxane-2-yl)ethyl]-4-(4-methoxystyryl)pyridinium bromide). As a reaction SMILES: [CH3:1][O:2][C:3]1[CH:16]=[CH:15][C:6]([CH:7]=[CH:8][C:9]2[CH:14]=[CH:13][N:12]=[CH:11][CH:10]=2)=[CH:5][CH:4]=1.[Br:17][CH2:18][CH2:19][CH:20]1[O:25][CH2:24][CH2:23][CH2:22][O:21]1>>[Br-:17].[O:21]1[CH2:22][CH2:23][CH2:24][O:25][CH:20]1[CH2:19][CH2:18][N+:12]1[CH:11]=[CH:10][C:9]([CH:8]=[CH:7][C:6]2[CH:5]=[CH:4][C:3]([O:2][CH3:1])=[CH:16][CH:15]=2)=[CH:14][CH:13]=1 |f:2.3|. Reported procedure: By the procedure described in Ex. 8, 4-(4-methoxystyryl)pyridine and 2-(2-bromoethyl) 1,3-dioxane were reacted to obtain N-[2-(1,3-dioxane-2-yl)ethyl]-4-(4-methoxystyryl)pyridinium bromide. Reactants: Cl, Cn1nnnc1-c1cn(C)c2cc(F)ccc2c1=O, [Na+], [OH-], O. Yields the product Cn1nnnc1-c1cn(C)c2cc(O)ccc2c1=O. RXN SMILES: [ClH:22].[F:1][c:2]1[cH:3][cH:4][c:5]2[c:6](=[O:19])[c:7](-[c:13]3[n:14][n:15][n:16][n:17]3[CH3:18])[cH:8][n:9]([CH3:12])[c:10]2[cH:11]1.[Na+:21].[OH-:20].[OH2:23]>>[c:2]1([OH:20])[cH:3][cH:4][c:5]2[c:6](=[O:19])[c:7](-[c:13]3[n:14][n:15][n:16][n:17]3[CH3:18])[cH:8][n:9]([CH3:12])[c:10]2[cH:11]1. Procedure details: A solution of (3-hydroxy-propyl)-carbamic acid benzyl ester (100 g, 478 mmol) and 2,2,6,6-tetramethyl-1-piperidinyloxy, free radical (TEMPO; 7.5 g, 48 mmol) in DCM (1 L) was treated with (diacetoxyiodo)benzene, PhI(OAc)2, (170 g, 528 mmol) in three portions. After 18 h at rt, the mixture was slowly quenched with saturated aqueous (satd. aq.) NaHCO3. The organic layer was separated, washed with satd. aq. NaCl (500 mL), dried (Na2SO4), and concentrated. The residue was purified by FCC to give a so... Solvent: C(Cl)Cl (DCM). Yields the product C(C1=CC=CC=C1)OC(NCCC=O)=O ((3-Oxo-propyl)-carbamic acid benzyl ester). The reactants are C(C1=CC=CC=C1)OC(NCCCO)=O ((3-hydroxy-propyl)-carbamic acid benzyl ester), CC1(CCCC(N1[O])(C)C)C (TEMPO), C(C)(=O)OI(OC(C)=O)C1=CC=CC=C1 ((diacetoxyiodo)benzene), C(C)(=O)OI(OC(C)=O)C1=CC=CC=C1 (PhI(OAc)2), Et2O hexanes. Conditions: time 18 hour. As a reaction SMILES: [CH2:1]([O:8][C:9](=[O:15])[NH:10][CH2:11][CH2:12][CH2:13][OH:14])[C:2]1[CH:7]=[CH:6][CH:5]=[CH:4][CH:3]=1.CC1(C)N([O])C(C)(C)CCC1.C(OI(C1C=CC=CC=1)OC(=O)C)(=O)C>C(Cl)Cl>[CH2:1]([O:8][C:9](=[O:15])[NH:10][CH2:11][CH2:12][CH:13]=[O:14])[C:2]1[CH:7]=[CH:6][CH:5]=[CH:4][CH:3]=1 |^1:19|. The reactants are ClCCOC1=C(C=CC=C1)C(CC)(CC)NC=1C(N(C=CN1)C=1C=C(C(=O)NC2CC2)C=CC1C)=O (3-[3-[[1-[2-(2-chloroethoxy)phenyl]-1-ethylpropyl]amino]-2-oxo-1(2H)-pyrazinyl]-N-cyclopropyl-4-methyl-benzamide), C(C)N (ethylamine). Run in O (water). Yields the product C1(CC1)NC(C1=CC(=C(C=C1)C)N1C(C(=NC=C1)NC(CC)(C1=C(C=CC=C1)OCCNCC)CC)=O)=O (N-Cyclopropyl-3-[3-[[1-ethyl-1-[2-[2-(ethylamino)ethoxy]phenyl]propyl]amino]-2-oxo-1(2H)-pyrazinyl]-4-methyl-benzamide). RXN SMILES: Cl[CH2:2][CH2:3][O:4][C:5]1[CH:10]=[CH:9][CH:8]=[CH:7][C:6]=1[C:11]([NH:16][C:17]1[C:18](=[O:36])[N:19]([C:23]2[CH:24]=[C:25]([CH:32]=[CH:33][C:34]=2[CH3:35])[C:26]([NH:28][CH:29]2[CH2:31][CH2:30]2)=[O:27])[CH:20]=[CH:21][N:22]=1)([CH2:14][CH3:15])[CH2:12][CH3:13].[CH2:37]([NH2:39])[CH3:38]>O>[CH:29]1([NH:28][C:26](=[O:27])[C:25]2[CH:32]=[CH:33][C:34]([CH3:35])=[C:23]([N:19]3[CH:20]=[CH:21][N:22]=[C:17]([NH:16][C:11]([CH2:14][CH3:15])([C:6]4[CH:7]=[CH:8][CH:9]=[CH:10][C:5]=4[O:4][CH2:3][CH2:2][NH:39][CH2:37][CH3:38])[CH2:12][CH3:13])[C:18]3=[O:36])[CH:24]=2)[CH2:31][CH2:30]1. Procedure details: The title compound was prepared from 3-[3-[[1-[2-(2-chloroethoxy)phenyl]-1-ethylpropyl]amino]-2-oxo-1(2H)-pyrazinyl]-N-cyclopropyl-4-methyl-benzamide (Example 266e) using the method described in Example 167f but using 70% ethylamine in water. The reactants are C(C)OC1=C(C(=NC(=N1)Cl)N1CCS(CC1)=O)[N+](=O)[O-] (6-ethoxy-2-chloro-5-nitro-4-(1-oxido-thiomorpholino)-pyrimidine), N1CCNCC1 (piperazine), O (water). Run in C(C)O (ethanol). The product is C(C)OC1=C(C(=NC(=N1)N1CCNCC1)N1CCS(CC1)=O)[N+](=O)[O-] (6-Ethoxy-5-nitro-4-(1-oxido-thiomorpholino)-2-piperazino-pyrimidine). Reaction SMILES: [CH2:1]([O:3][C:4]1[N:9]=[C:8](Cl)[N:7]=[C:6]([N:11]2[CH2:16][CH2:15][S:14](=[O:17])[CH2:13][CH2:12]2)[C:5]=1[N+:18]([O-:20])=[O:19])[CH3:2].[NH:21]1[CH2:26][CH2:25][NH:24][CH2:23][CH2:22]1.O>C(O)C>[CH2:1]([O:3][C:4]1[N:9]=[C:8]([N:21]2[CH2:26][CH2:25][NH:24][CH2:23][CH2:22]2)[N:7]=[C:6]([N:11]2[CH2:16][CH2:15][S:14](=[O:17])[CH2:13][CH2:12]2)[C:5]=1[N+:18]([O-:20])=[O:19])[CH3:2]. Procedure details: 12 gm (0.037 mol) of 6-ethoxy-2-chloro-5-nitro-4-(1-oxido-thiomorpholino)-pyrimidine were stirred together with 22 gm (0.28 mol) of piperazine in ethanol at 40°C for 2 hours. Then, the reaction mixture was poured into water, and the precipitate formed thereby was suction-filtered off and recrystallized from ethanol. Yield: 13 gm (93.8% of theory); m.p. 223°-224°C.